From a dataset of the Open Reaction Database (ORD), a public repository of structured organic reaction records. describe an organic reaction: reactants, conditions, products, and yield Starting materials: Cl (HCl), N[C@H](CO)C(=O)O (D-serine), C(C1=CC=CC=C1)N (benzylamine). Run in CO (MeOH). The product is C(C1=CC=CC=C1)NC(C(CO)N)=O (N-Benzyl-2-aminohydracrylamide). RXN SMILES: Cl.[NH2:2][C@@H:3]([C:6]([OH:8])=O)[CH2:4][OH:5].[CH2:9]([NH2:16])[C:10]1[CH:15]=[CH:14][CH:13]=[CH:12][CH:11]=1>CO>[CH2:9]([NH:16][C:6](=[O:8])[CH:3]([NH2:2])[CH2:4][OH:5])[C:10]1[CH:15]=[CH:14][CH:13]=[CH:12][CH:11]=1. Reported procedure: HCl (8.00 g, 219.4 mmol) was passed into MeOH (250 mL), and then D-serine ((R)-5) (20.00 g, 190.3 mmol) was added. The reaction solution was heated at reflux (18 h), then benzylamine (81.6 mL, 761 mmol) was added, and then the reaction mixture was heated for additional 18 h. The solvent was removed under reduced pressure, the insoluble salts were filtered, and the excess benzylamine was removed under high vacuum (Kugelrohr). The residue was dissolved in H2O (100 mL), and the product was extracte... Reactants: 11.7, C1(=CC=CC=C1)CC#N (benzeneacetonitrile), CC1=CC=CC=C1 (methylbenzene), ice water, [NH2-].[Na+] (sodium amide), CC1=CC=CC=C1 (methylbenzene), 24.7, C1(=CC=CC=C1)CN1CCC(CC1)C(=O)OCC (ethyl 1-(phenylmethyl)-4-piperidinecarboxylate), CC1=CC=CC=C1 (methylbenzene). Solvent: C(C)O (ethanol), C1=CC=CC=C1 (benzene). Conditions: temperature 30 celsius, time 30 minute. Yields the product 12, OC(=C(C#N)C1=CC=CC=C1)C1CCN(CC1)CC1=CC=CC=C1 (α-[hydroxy[1-(phenylmethyl)-4-piperidinyl]methylidene]benzeneacetonitrile). Yield: 38.0%. Reaction SMILES: [NH2-].[Na+].CC1C=CC=CC=1.[C:10]1([CH2:16][C:17]#[N:18])[CH:15]=[CH:14][CH:13]=[CH:12][CH:11]=1.[C:19]1([CH2:25][N:26]2[CH2:31][CH2:30][CH:29]([C:32](OCC)=[O:33])[CH2:28][CH2:27]2)[CH:24]=[CH:23][CH:22]=[CH:21][CH:20]=1>C1C=CC=CC=1.C(O)C>[OH:33][C:32]([CH:29]1[CH2:28][CH2:27][N:26]([CH2:25][C:19]2[CH:24]=[CH:23][CH:22]=[CH:21][CH:20]=2)[CH2:31][CH2:30]1)=[C:16]([C:10]1[CH:15]=[CH:14][CH:13]=[CH:12][CH:11]=1)[C:17]#[N:18] |f:0.1|. Reported procedure: To a stirred mixture of 7.8 parts of sodium amide 5% in benzene and 135 parts of methylbenzene was added dropwise a solution of 11.7 parts of benzeneacetonitrile in 45 parts of methylbenzene at 25° C. (cooling was necessary). After stirring for 30 minutes at 30° C., there was added dropwise a solution of 24.7 parts of ethyl 1-(phenylmethyl)-4-piperidinecarboxylate in 45 parts of methylbenzene at 30° C. Upon completion, stirring was continued overnight at 80° C. The reaction mixture was cooled, 1...